Dataset: the Open Reaction Database (ORD), a public repository of structured organic reaction records. Task: describe an organic reaction: reactants, conditions, products, and yield Reactants: CS(C)=O, NC1CC1, CCN(C(C)C)C(C)C, Nc1nc(Cl)ccc1C(=O)NCc1ccc(Oc2ccccc2)s1. The product is Nc1nc(NC2CC2)ccc1C(=O)NCc1ccc(Oc2ccccc2)s1. As a reaction SMILES: [CH3:29][S:30]([CH3:31])=[O:32].[CH:25]1([NH2:28])[CH2:26][CH2:27]1.[CH:33]([N:34]([CH2:35][CH3:36])[CH:37]([CH3:38])[CH3:39])([CH3:40])[CH3:41].[NH2:1][c:2]1[c:3]([C:4](=[O:5])[NH:6][CH2:7][c:8]2[s:9][c:10]([O:13][c:14]3[cH:15][cH:16][cH:17][cH:18][cH:19]3)[cH:11][cH:12]2)[cH:20][cH:21][c:22]([Cl:24])[n:23]1>>[NH2:1][c:2]1[c:3]([C:4](=[O:5])[NH:6][CH2:7][c:8]2[s:9][c:10]([O:13][c:14]3[cH:15][cH:16][cH:17][cH:18][cH:19]3)[cH:11][cH:12]2)[cH:20][cH:21][c:22]([NH:28][CH:25]2[CH2:26][CH2:27]2)[n:23]1.